Dataset: the Open Reaction Database (ORD), a public repository of structured organic reaction records. Task: describe an organic reaction: reactants, conditions, products, and yield The reactants are BrCc1cccnc1, Br, Oc1ccc(-c2nnc(CSCCOc3ccccc3)o2)cc1. As a reaction SMILES: [Br:25][CH2:26][c:27]1[cH:28][n:29][cH:30][cH:31][cH:32]1.[BrH:24].[O:1]([c:2]1[cH:3][cH:4][cH:5][cH:6][cH:7]1)[CH2:8][CH2:9][S:10][CH2:11][c:12]1[n:13][n:14][c:15](-[c:17]2[cH:18][cH:19][c:20]([OH:23])[cH:21][cH:22]2)[o:16]1>>[O:1]([c:2]1[cH:3][cH:4][cH:5][cH:6][cH:7]1)[CH2:8][CH2:9][S:10][CH2:11][c:12]1[n:13][n:14][c:15](-[c:17]2[cH:18][cH:19][c:20]([O:23][CH2:26][c:27]3[cH:28][n:29][cH:30][cH:31][cH:32]3)[cH:21][cH:22]2)[o:16]1. The product is c1ccc(OCCSCc2nnc(-c3ccc(OCc4cccnc4)cc3)o2)cc1.